describe an organic reaction: reactants, conditions, products, and yield From a dataset of the Open Reaction Database (ORD), a public repository of structured organic reaction records. The reactants are BrBr (Bromine), N1=CC=CC2=CC(=CC=C12)C(C)=O (1-quinolin-6-yl-ethanone). Run in C(C)(=O)O (acetic acid). Reaction conditions: temperature 100 celsius, time 45 minute. The product is BrCC(=O)C=1C=C2C=CC=NC2=CC1 (2-Bromo-1-quinolin-6-yl-ethanone). RXN SMILES: [Br:1]Br.[N:3]1[C:12]2[C:7](=[CH:8][C:9]([C:13](=[O:15])[CH3:14])=[CH:10][CH:11]=2)[CH:6]=[CH:5][CH:4]=1>C(O)(=O)C>[Br:1][CH2:14][C:13]([C:9]1[CH:8]=[C:7]2[C:12](=[CH:11][CH:10]=1)[N:3]=[CH:4][CH:5]=[CH:6]2)=[O:15]. Procedure: Bromine (6.69 g, 132 mmol) was added to a warm (100° C.) solution of 1-quinolin-6-yl-ethanone (Stage 1.4, 18.8 g, 110 mmol) in acetic acid (50 mL). The mixture was stirred at 100° C. for 45 min then cooled to rt. A precipitate was formed which was filtered off and washed with Et2O. Drying under HV at 50° C. afforded the title compound as a brown solid (tR 1.3 min (conditions 1), MH+=251.8). Starting materials: OC1=CC=C(C(=O)OCC)C=C1 (Ethyl 4-hydroxybenzoate), C(C1=CC=CC=C1)NC(C1=CC=C(C=C1)N1C(C=CC2=C1N=C(N=C2C)S(=O)(=O)C)=O)=O (N-benzyl-4-(4-methyl-2-(methylsulfonyl)-7-oxopyrido[2,3-d]pyrimidin-8(7H)-yl)benzamide), [H-].[Na+] (NaH), [Na] (sodium). Run in C1CCOC1 (THF), C1CCOC1 (THF). Procedure details: Ethyl 4-hydroxybenzoate (0.128 mmol) was suspended in THF (1 ml) and NaH (2.9 mg, 0.12 mmol) was added. After formation of the subsequent sodium salt, suspended in THF, the resin (A3) was added and shaking continued for 18 h. The resin was washed with THF (2×1 min), DMF (3×1 min, 60° C.) and with DCM (3×1 min). Yields the product C(C1=CC=CC=C1)NC(=O)C1=CC=C(C=C1)N1C(C=CC2=C1N=C(N=C2C)OC2=CC=C(C(=O)OCC)C=C2)=O (ethyl 4-[(8-{4-[(benzylamino)carbonyl]phenyl}-4-methyl-7-oxo-7,8-dihydropyrido[2,3-d]pyrimidin-2-yl)oxy]benzoate). RXN SMILES: [OH:1][C:2]1[CH:12]=[CH:11][C:5]([C:6]([O:8][CH2:9][CH3:10])=[O:7])=[CH:4][CH:3]=1.[H-].[Na+].[Na].[CH2:16]([NH:23][C:24](=[O:47])[C:25]1[CH:30]=[CH:29][C:28]([N:31]2[C:36]3[N:37]=[C:38](S(C)(=O)=O)[N:39]=[C:40]([CH3:41])[C:35]=3[CH:34]=[CH:33][C:32]2=[O:46])=[CH:27][CH:26]=1)[C:17]1[CH:22]=[CH:21][CH:20]=[CH:19][CH:18]=1>C1COCC1>[CH2:16]([NH:23][C:24]([C:25]1[CH:26]=[CH:27][C:28]([N:31]2[C:36]3[N:37]=[C:38]([O:1][C:2]4[CH:3]=[CH:4][C:5]([C:6]([O:8][CH2:9][CH3:10])=[O:7])=[CH:11][CH:12]=4)[N:39]=[C:40]([CH3:41])[C:35]=3[CH:34]=[CH:33][C:32]2=[O:46])=[CH:29][CH:30]=1)=[O:47])[C:17]1[CH:22]=[CH:21][CH:20]=[CH:19][CH:18]=1 |f:1.2,^1:14|. Run at time 18 hour. As a reaction SMILES: [F:1][C:2]([F:42])([F:41])[C:3]1[CH:4]=[C:5]([C:13]([CH3:40])([CH3:39])[C:14]([N:16]([CH3:38])[C:17]2[C:18]([C:31]3[CH:36]=[CH:35][CH:34]=[CH:33][C:32]=3[CH3:37])=[CH:19][C:20]([NH:23][C:24]([CH2:26][O:27]C(=O)C)=[O:25])=[N:21][CH:22]=2)=[O:15])[CH:6]=[C:7]([C:9]([F:12])([F:11])[F:10])[CH:8]=1.[OH-].[Na+].C(OCC)(=O)C>O1CCCC1>[F:42][C:2]([F:1])([F:41])[C:3]1[CH:4]=[C:5]([C:13]([CH3:40])([CH3:39])[C:14]([N:16]([C:17]2[CH:22]=[N:21][C:20]([NH:23][C:24](=[O:25])[CH2:26][OH:27])=[CH:19][C:18]=2[C:31]2[CH:36]=[CH:35][CH:34]=[CH:33][C:32]=2[CH3:37])[CH3:38])=[O:15])[CH:6]=[C:7]([C:9]([F:10])([F:11])[F:12])[CH:8]=1 |f:1.2|. Procedure: To a solution of 30 mg (0.05 mmol) acetic acid (5-{[2-(3,5-bis-trifluoromethyl-phenyl)-2-methyl-propionyl]-methyl-amino}-4-o-tolyl-pyridin-2-ylcarbamoyl)-methyl ester in 2 ml tetrahydrofuran were added 2 ml 1 N sodium hydroxide solution at room temperature. After stirring for 15 min, ethyl acetate was added, the aqueous phase was separated and the organic layer was dried (sodium sulfate). After evaporation the residue was purified by flash-chromatography to give 15 mg (54%) of the title compound... Yields the product FC(C=1C=C(C=C(C1)C(F)(F)F)C(C(=O)N(C)C=1C=NC(=CC1C1=C(C=CC=C1)C)NC(CO)=O)(C)C)(F)F (2-(3,5-Bis-trifluoromethyl-phenyl)-N-[6-(2-hydroxy-acetylamino)-4-o-tolyl-pyridin-3-yl]-N-methyl-isobutyramide). Conditions: time 15 minute. Reactants: FC(C=1C=C(C=C(C1)C(F)(F)F)C(C(=O)N(C=1C(=CC(=NC1)NC(=O)COC(C)=O)C1=C(C=CC=C1)C)C)(C)C)(F)F (acetic acid (5-{[2-(3,5-bis-trifluoromethyl-phenyl)-2-methyl-propionyl]-methyl-amino}-4-o-tolyl-pyridin-2-ylcarbamoyl)-methyl ester), [OH-].[Na+] (sodium hydroxide), C(C)(=O)OCC (ethyl acetate). Run in O1CCCC1 (tetrahydrofuran). The yield is 54.2%.